Dataset: the Open Reaction Database (ORD), a public repository of structured organic reaction records. Task: describe an organic reaction: reactants, conditions, products, and yield Reactants: CuBr, BrC1=CC(=C(C(=O)OC)C=C1)C (Methyl 4-bromo-2-methylbenzoate), C(C)OCC (diethyl ether). The solvent is CO (methanol), CN(C=O)C (dimethylformamide). Run at time 2 hour. Yields the product COC(C1=C(C=C(C=C1)OC)C)=O (4-Methyloxy-2-methylbenzoic acid methyl ester). As a reaction SMILES: Br[C:2]1[CH:11]=[CH:10][C:5]([C:6]([O:8][CH3:9])=[O:7])=[C:4]([CH3:12])[CH:3]=1.[CH2:13]([O:15]CC)C>CN(C)C=O.CO>[CH3:9][O:8][C:6](=[O:7])[C:5]1[CH:10]=[CH:11][C:2]([O:15][CH3:13])=[CH:3][C:4]=1[CH3:12]. Procedure: Methyl 4-bromo-2-methylbenzoate (19.0 mmol) was dissolved in dimethylformamide (2.7 mL) and methanol (1.1 mL), and the solution was heated at 80° C. and then added with CuBr (1.09 mmol). After stirring was continued for 2 hours under heating, the mixture was cooled to room temperature. The mixture was added with diethyl ether (25 mL) and filtered. The filtrate was washed four times with water, an aqueous sodium bicarbonate solution, and then with saturated brine, and dried over sodium sulfated. ... Starting materials: 3, C(C)OC(=O)C1=C(C(=C(C=C1)C(=O)OCC)C1=CC=C(C=C1)F)C1=CC=C(C=C1)F (diethyl-2,3-di(4-fluorophenyl)-1,4-benzenedicarboxylate), [H-].[Al+3].[Li+].[H-].[H-].[H-] (Lithium aluminum hydride). Run in C1CCOC1 (THF). Product: OCC1=C(C(=C(C=C1)CO)C1=CC=C(C=C1)F)C1=CC=C(C=C1)F (1,4-Bis(hydroxymethyl)-2,3-di(4-fluorophenyl)-benzene). Isolated yield 46.3%. As a reaction SMILES: C([O:3][C:4]([C:6]1[CH:11]=[CH:10][C:9]([C:12](OCC)=[O:13])=[C:8]([C:17]2[CH:22]=[CH:21][C:20]([F:23])=[CH:19][CH:18]=2)[C:7]=1[C:24]1[CH:29]=[CH:28][C:27]([F:30])=[CH:26][CH:25]=1)=O)C.[H-].[Al+3].[Li+].[H-].[H-].[H-]>C1COCC1>[OH:13][CH2:12][C:9]1[CH:10]=[CH:11][C:6]([CH2:4][OH:3])=[C:7]([C:24]2[CH:25]=[CH:26][C:27]([F:30])=[CH:28][CH:29]=2)[C:8]=1[C:17]1[CH:22]=[CH:21][C:20]([F:23])=[CH:19][CH:18]=1 |f:1.2.3.4.5.6|. Procedure: A 100 mL 3 neck round-bottom flask equipped with a condenser and an addition funnel was flushed with nitrogen and then loaded with diethyl-2,3-di(4-fluorophenyl)-1,4-benzenedicarboxylate (1.22 g, 2.98 mmol) in anhydrous THF (25 mL). Lithium aluminum hydride (1.0 M in THF, 11.4 mL, 11.4 mmol) was then added dropwise via the addition funnel to the reaction mixture and the mixture was then refluxed overnight. The mixture was cooled to room temperature and the excess lithium aluminum hydride was des... Starting materials: O=[N+]([O-])c1ccc(Br)cc1, COC, [Cu], [K+], [OH-], Oc1ccc(O)cc1. Product: COC, O=[N+]([O-])c1ccc(Oc2ccc(O)cc2)cc1. RXN SMILES: [Br:1][c:2]1[cH:3][cH:4][c:5]([N+:8](=[O:9])[O-:10])[cH:6][cH:7]1.[CH3:11][O:12][CH3:13].[Cu:24].[K+:23].[OH-:22].[c:14]1([OH:15])[cH:16][cH:17][c:18]([OH:19])[cH:20][cH:21]1>>[CH3:11][O:12][CH3:13].[c:2]1([O:15][c:14]2[cH:16][cH:17][c:18]([OH:19])[cH:20][cH:21]2)[cH:3][cH:4][c:5]([N+:8](=[O:9])[O-:10])[cH:6][cH:7]1. Starting materials: C1(=CC=CC=C1)B(O)O (phenylboronic acid), C([O-])([O-])=O.[Na+].[Na+] (sodium carbonate), BrC=1C=C2C(=NN(C2=C(C1F)F)COCC[Si](C)(C)C)NC(CCC)=O (N-[5-bromo-6,7-difluoro-1-[[2-(trimethylsilyl)ethoxy]methyl]-1H-indazol-3-yl]butanamide). Reagents/catalysts: C=1C=CC(=CC1)[P](C=2C=CC=CC2)(C=3C=CC=CC3)[Pd]([P](C=4C=CC=CC4)(C=5C=CC=CC5)C=6C=CC=CC6)([P](C=7C=CC=CC7)(C=8C=CC=CC8)C=9C=CC=CC9)[P](C=1C=CC=CC1)(C=1C=CC=CC1)C=1C=CC=CC1 (tetrakis(triphenylphosphine)palladium). The solvent is O (water), O1CCOCC1 (dioxane), C(C)(=O)OCC (ethyl acetate), O (water). The product is FC1=C(C=C2C(=NN(C2=C1F)COCC[Si](C)(C)C)NC(CCC)=O)C1=CC=CC=C1 (N-[6,7-difluoro-5-phenyl-1-[[2-(trimethylsilyl)ethoxy]methyl]-1H-indazol-3-yl]butanamide). Yield: 96.3%. As a reaction SMILES: [C:1]1(B(O)O)[CH:6]=[CH:5][CH:4]=[CH:3][CH:2]=1.C(=O)([O-])[O-].[Na+].[Na+].Br[C:17]1[CH:18]=[C:19]2[C:23](=[C:24]([F:27])[C:25]=1[F:26])[N:22]([CH2:28][O:29][CH2:30][CH2:31][Si:32]([CH3:35])([CH3:34])[CH3:33])[N:21]=[C:20]2[NH:36][C:37](=[O:41])[CH2:38][CH2:39][CH3:40]>O.O1CCOCC1.C(OCC)(=O)C.C1C=CC([P]([Pd]([P](C2C=CC=CC=2)(C2C=CC=CC=2)C2C=CC=CC=2)([P](C2C=CC=CC=2)(C2C=CC=CC=2)C2C=CC=CC=2)[P](C2C=CC=CC=2)(C2C=CC=CC=2)C2C=CC=CC=2)(C2C=CC=CC=2)C2C=CC=CC=2)=CC=1>[F:26][C:25]1[C:24]([F:27])=[C:23]2[C:19]([C:20]([NH:36][C:37](=[O:41])[CH2:38][CH2:39][CH3:40])=[N:21][N:22]2[CH2:28][O:29][CH2:30][CH2:31][Si:32]([CH3:35])([CH3:34])[CH3:33])=[CH:18][C:17]=1[C:1]1[CH:6]=[CH:5][CH:4]=[CH:3][CH:2]=1 |f:1.2.3,^1:58,60,79,98|. Reported procedure: 469 mg of phenylboronic acid, 760 mg of sodium carbonate in 30 cm3 of water and 379 mg of tetrakis(triphenylphosphine)palladium are added to 1.15 g of N-[5-bromo-6,7-difluoro-1-[[2-(trimethylsilyl)ethoxy]methyl]-1H-indazol-3-yl]butanamide prepared above, in 150 cm3 of dioxane, and the mixture is refluxed for 4 hours. The reaction medium is diluted with 100 cm3 of ethyl acetate and 75 cm3 of water and is filtered through a sinter funnel packed with Celite. The organic phase is separated out after...